This data is from the Open Reaction Database (ORD), a public repository of structured organic reaction records. The task is: describe an organic reaction: reactants, conditions, products, and yield Starting materials: C[O-].[Na+] (Sodium methoxide), N1C(=O)NC(=S)C=C1 (4-thiouracil), BrCC1=CC=C(C=C1)Cl (1-(bromomethyl)-4-chlorobenzene). Run in CO (MeOH). Product: ClC1=CC=C(CSC2=NC(NC=C2)=O)C=C1 (4-(4-chlorobenzylthio)pyrimidin-2(1H)-one). Isolated yield 67.3%. As a reaction SMILES: C[O-].[Na+].[NH:4]1[CH:11]=[CH:10][C:8](=[S:9])[NH:7][C:5]1=[O:6].Br[CH2:13][C:14]1[CH:19]=[CH:18][C:17]([Cl:20])=[CH:16][CH:15]=1>CO>[Cl:20][C:17]1[CH:18]=[CH:19][C:14]([CH2:13][S:9][C:8]2[CH:10]=[CH:11][NH:4][C:5](=[O:6])[N:7]=2)=[CH:15][CH:16]=1 |f:0.1|. Procedure details: Sodium methoxide (0.057 g, 1.050 mmol) was added to a mixture of 4-thiouracil (0.128 g, 1.0 mmol) and 1-(bromomethyl)-4-chlorobenzene (0.216 g, 1.05 mmol) in 1 mL MeOH. After stirring the reaction at RT overnight, the reaction mixture was concentrated, partitioned between EtOAc and sat. NH4Cl. The organic phase was dried (MgSO4), concentrated and the residue was subjected to ISCO flash chromatography (silica gel/methylene chloride to 80:20 methylene chloride-MeOH gradient) to afford 4-(4-chlorob...